This data is from the Open Reaction Database (ORD), a public repository of structured organic reaction records. The task is: describe an organic reaction: reactants, conditions, products, and yield As a reaction SMILES: S(=O)(=O)(O)O.[Cl:6][C:7]1[C:12]2[O:13][C:14]3[C:23]([CH3:24])=[CH:22][C:21]([C:25]([OH:27])=[O:26])=[CH:20][C:15]=3[S:16](=[O:19])(=[O:18])[CH2:17][C:11]=2[CH:10]=[C:9]([N:28]2[CH2:33][CH2:32][NH:31][CH2:30][CH2:29]2)[CH:8]=1.Cl.[CH:35](O)([CH3:37])[CH3:36]>>[ClH:6].[CH:35]([O:26][C:25]([C:21]1[CH:22]=[C:23]([CH3:24])[C:14]2[O:13][C:12]3[C:7]([Cl:6])=[CH:8][C:9]([N:28]4[CH2:29][CH2:30][NH:31][CH2:32][CH2:33]4)=[CH:10][C:11]=3[CH2:17][S:16](=[O:18])(=[O:19])[C:15]=2[CH:20]=1)=[O:27])([CH3:37])[CH3:36] |f:4.5|. Run at temperature 90 celsius, time 2 hour. Procedure details: Concentrated sulphuric acid (1 mL) was added dropwise to a stirred solution of compound of Example 18 (0.5 g, 1.18 mmol) in dry isopropanol (50 mL) at 90° C. The reaction mixture was stirred at 90° C. for 2 h. Solvent was removed and the residue was taken in chloroform (100 mL) and this was neutralized using sodium carbonate solution (10%). Chloroform layer was washed with water, brine and dried over sodium sulphate. Solvent was removed and the product obtained was converted to hydrochloride sal... The reactants are hydrochloride salt, Cl (HCl), S(O)(O)(=O)=O (sulphuric acid), ClC1=CC(=CC2=C1OC1=C(S(C2)(=O)=O)C=C(C=C1C)C(=O)O)N1CCNCC1 (4-Chloro-6-methyl-10,10-dioxo-2-piperazin-1-yl-10,11-dihydro-5-oxa-10lambda*6*-thia-dibenzo[a,d]cycloheptene-8-carboxylic acid), C(C)(C)O (isopropanol), C(C)(C)O (isopropanol). Yields the product Cl.C(C)(C)OC(=O)C=1C=C(C2=C(S(CC3=C(O2)C(=CC(=C3)N3CCNCC3)Cl)(=O)=O)C1)C (4-Chloro-6-methyl-10,10-dioxo-2-piperazin-1-yl-10,11-dihydro-5-oxa-10lambda*6*-thia-dibenzo[a,d]cycloheptene-8-carboxylic acid isopropyl ester hydrochloride). The reactants are O=[N+]([O-])c1cc(Br)ccc1F, CCOC(=O)Cc1ccc(N)cc1, CN1CCCC1=O, CCOC(C)=O, O. The product is CCOC(=O)Cc1ccc(Nc2ccc(Br)cc2[N+](=O)[O-])cc1. Reaction SMILES: [Br:1][c:2]1[cH:3][c:4]([N+:9](=[O:10])[O-:11])[c:5]([F:8])[cH:6][cH:7]1.[CH2:12]([CH3:13])[O:14][C:15]([CH2:16][c:17]1[cH:18][cH:19][c:20]([NH2:23])[cH:21][cH:22]1)=[O:24].[CH3:25][N:26]1[CH2:27][CH2:28][CH2:29][C:30]1=[O:31].[CH3:32][CH2:33][O:34][C:35]([CH3:36])=[O:37].[OH2:38]>>[Br:1][c:2]1[cH:3][c:4]([N+:9](=[O:10])[O-:11])[c:5]([NH:23][c:20]2[cH:19][cH:18][c:17]([CH2:16][C:15]([O:14][CH2:12][CH3:13])=[O:24])[cH:22][cH:21]2)[cH:6][cH:7]1. Starting materials: CCOC(C)=O, COCC(C)Oc1cc(Oc2ccc3c(c2)OCCN(C)S3(=O)=O)cc(C(=O)O)c1, CC(C)=C(Cl)N(C)C, ClCCl, CC(C)(C)OC(=O)n1ccc(N)n1, O, c1ccncc1. The product is COCC(C)Oc1cc(Oc2ccc3c(c2)OCCN(C)S3(=O)=O)cc(C(=O)Nc2ccn(C(=O)OC(C)(C)C)n2)c1. As a reaction SMILES: [CH3:62][CH2:63][O:64][C:65](=[O:66])[CH3:67].[CH3:9][N:10]1[S:11](=[O:37])(=[O:38])[c:12]2[c:13]([cH:17][c:18]([O:21][c:22]3[cH:23][c:24]([C:25](=[O:26])[OH:27])[cH:28][c:29]([O:31][CH:32]([CH2:33][O:34][CH3:35])[CH3:36])[cH:30]3)[cH:19][cH:20]2)[O:14][CH2:15][CH2:16]1.[Cl:1][C:2]([N:3]([CH3:4])[CH3:5])=[C:6]([CH3:7])[CH3:8].[Cl:58][CH2:59][Cl:60].[NH2:39][c:40]1[n:41][n:42]([C:45](=[O:46])[O:47][C:48]([CH3:49])([CH3:50])[CH3:51])[cH:43][cH:44]1.[OH2:61].[cH:52]1[cH:53][cH:54][n:55][cH:56][cH:57]1>>[CH3:9][N:10]1[S:11](=[O:37])(=[O:38])[c:12]2[c:13]([cH:17][c:18]([O:21][c:22]3[cH:23][c:24]([C:25](=[O:26])[NH:39][c:40]4[n:41][n:42]([C:45](=[O:46])[O:47][C:48]([CH3:49])([CH3:50])[CH3:51])[cH:43][cH:44]4)[cH:28][c:29]([O:31][CH:32]([CH2:33][O:34][CH3:35])[CH3:36])[cH:30]3)[cH:19][cH:20]2)[O:14][CH2:15][CH2:16]1. The reactants are NC1=C(C(=NC(=C1)C1=C(C(=C(C=C1)Cl)OC)F)C(=O)OC)Cl (4-amino-3-chloro-6-(4-chloro-2-fluoro-3-methoxyphenyl)pyridine-2-carboxylic acid, methyl ester), C(C)O (ethanol). Reagents/catalysts: CC([O-])C.CC([O-])C.CC([O-])C.CC([O-])C.[Ti+4] (titanium tetraisopropoxide). Product: NC1=C(C(=NC(=C1)C1=C(C(=C(C=C1)Cl)OC)F)C(=O)OCC)Cl (4-amino-3-chloro-6-(4-chloro-2-fluoro-3-methoxyphenyl)pyridine-2-carboxylic acid, ethyl ester). As a reaction SMILES: [NH2:1][C:2]1[CH:7]=[C:6]([C:8]2[CH:13]=[CH:12][C:11]([Cl:14])=[C:10]([O:15][CH3:16])[C:9]=2[F:17])[N:5]=[C:4]([C:18]([O:20][CH3:21])=[O:19])[C:3]=1[Cl:22].[CH2:23](O)C>CC(C)[O-].CC(C)[O-].CC(C)[O-].CC(C)[O-].[Ti+4]>[NH2:1][C:2]1[CH:7]=[C:6]([C:8]2[CH:13]=[CH:12][C:11]([Cl:14])=[C:10]([O:15][CH3:16])[C:9]=2[F:17])[N:5]=[C:4]([C:18]([O:20][CH2:21][CH3:23])=[O:19])[C:3]=1[Cl:22] |f:2.3.4.5.6|. Procedure: To a solution of 4-amino-3-chloro-6-(4-chloro-2-fluoro-3-methoxyphenyl)pyridine-2-carboxylic acid, methyl ester (200 mg, 0.9 mmol) in ethanol (5 mL) was added a catalytic amount of titanium tetraisopropoxide and the solution heated under reflux for 2 hours. The solution was cooled and partitioned between ethyl acetate (10 mL) and water (10 mL) and the organic phase was dried (sodium sulfate) and concentrated. The residue was passed over a plug of silica gel (1:1 ethyl acetate:hexanes) to give 4-... Starting materials: epoxy resin, diglycidyl ether of bisphenol A epoxy resin, polyester, solids, C(C1CO1)OCCC[Si](OC)(OC)OC ((3-glycidoxypropyl)trimethoxysilane), epoxy resins, epoxy, solids, phenoxy, poly(ethyleneterephthalate), C[C@@]1(C2CC3C(C(=O)C(=C([C@]3(C(=O)C2=C(C4=C1C=CC=C4O)O)O)O)C(=O)N)N(C)C)O.Cl (Quatrex), C(C)C=1NC=C(N1)C (2-ethyl-4-methylimidazole), OS(=O)(=O)C(F)(F)F (triflic acid), CC(=C1C=CC=CC1C2=CC=C(C=C2)OCC(CO)O)C (phenoxy resin), CC=1C=C(C=CC1N)C1(C2=CC=CC=C2C=2C=CC=CC12)C1=CC(=C(C=C1)N)C (9,9-bis(3-methyl-4-aminophenyl) fluorene). Run in CC(=O)CC (MEK), CC(=O)CC (methylethylketone). The product is C1(=CC=CC=2C3=CC=CC=C3CC12)N (fluorene-amine). As a reaction SMILES: CC(C)=C1C(C2C=CC(OCC(O)CO)=CC=2)C=CC=C1.C[C@@:23]1(O)[C:38]2C=CC=C(O)[C:37]=2[C:36](O)=[C:35]2[CH:24]1C[CH:26]1[C@:32](O)([C:33]2=O)[C:31](O)=[C:30](C(N)=O)[C:28](=O)[CH:27]1[N:50](C)C.Cl.CC1C=C(C2(C3C=CC(N)=C(C)C=3)C3C=CC=CC=3C3C2=CC=CC=3)C=CC=1N.OS(C(F)(F)F)(=O)=O.C(C1NC=C(C)N=1)C.C(OCCC[Si](OC)(OC)OC)C1OC1>CC(CC)=O>[C:27]1([NH2:50])[C:26]2[CH2:36][C:35]3[C:33](=[CH:37][CH:38]=[CH:23][CH:24]=3)[C:32]=2[CH:31]=[CH:30][CH:28]=1 |f:1.2|. Reported procedure: The silvered beads of the stretched polyester film of Example 1 were transferred to the thermosetting adhesive layer of a transfer tape, the carrier of which was biaxially oriented poly(ethyleneterephthalate) film 50 μm in thickness and having a low-adhesion surface treatment. The thermosetting adhesive layer had been made by mixing together 25 parts of PKHC, a phenoxy resin from the Union Carbide Corporation, 55 parts of Quatrex 1010, a diglycidyl ether of bisphenol A epoxy resin from the Dow C... The reactants are C(C1=CC=CC=C1)N1C[C@@H]2CNC[C@@H]2C1 (cis-3-benzyl-3,7-diazabicyclo[3.3.0]octane), FC=1C=C(C=CC1F)[N+](=O)[O-] (3,4-difluoronitrobenzene), C([O-])([O-])=O.[K+].[K+] (potassium carbonate). Solvent: C(C)#N (acetonitrile). Run at time 15 hour. Yields the product C(C1=CC=CC=C1)N1C[C@@H]2CN(C[C@@H]2C1)C1=C(C=C(C=C1)[N+](=O)[O-])F (cis-3-benzyl-7-(2-fluoro-4-nitrophenyl)-3,7-diazabicyclo[3,3,0]octane). As a reaction SMILES: [CH2:1]([N:8]1[CH2:15][C@@H:14]2[C@@H:10]([CH2:11][NH:12][CH2:13]2)[CH2:9]1)[C:2]1[CH:7]=[CH:6][CH:5]=[CH:4][CH:3]=1.[F:16][C:17]1[CH:18]=[C:19]([N+:24]([O-:26])=[O:25])[CH:20]=[CH:21][C:22]=1F.C(=O)([O-])[O-].[K+].[K+]>C(#N)C>[CH2:1]([N:8]1[CH2:9][C@@H:10]2[C@@H:14]([CH2:13][N:12]([C:22]3[CH:21]=[CH:20][C:19]([N+:24]([O-:26])=[O:25])=[CH:18][C:17]=3[F:16])[CH2:11]2)[CH2:15]1)[C:2]1[CH:7]=[CH:6][CH:5]=[CH:4][CH:3]=1 |f:2.3.4|. Reported procedure: To a solution of cis-3-benzyl-3,7-diazabicyclo[3.3.0]octane (0.35 g, 1.73 mmol) in acetonitrile (10 mL) is added 3,4-difluoronitrobenzene (0. 19 mL, 1. 73 mmol) and potassium carbonate (0.60 g, 4.33 mmol) under a nitrogen atmosphere at ambient temperature. The reaction is stirred 15 hours, concentrated in vacuo, and diluted with ethyl acetate (100 mL). The organic phase is washed with water (3×20 mL) and saline (20 mL), dried over sodium sulfate, concentrated in vacuo, and chromatographed on sil... RXN SMILES: [CH3:1]C(C)([O-])C.[K+].[Cl:7][C:8]1[S:12][C:11]([C:13]2[C:18]([C:19]([O:21][CH2:22][CH3:23])=[O:20])=[C:17]([CH2:24][C:25]([O:27][CH2:28][CH3:29])=[O:26])[N:16]=[CH:15][CH:14]=2)=[CH:10][CH:9]=1.[CH3:30][O:31][C:32]1[CH:37]=[C:36]([O:38][CH3:39])[N:35]=[C:34](S(C)(=O)=O)N=1.O>CN(C)C=O>[Cl:7][C:8]1[S:12][C:11]([C:13]2[C:18]([C:19]([O:21][CH2:22][CH3:23])=[O:20])=[C:17]([CH:24]([C:34]3[CH:1]=[C:32]([O:31][CH3:30])[CH:37]=[C:36]([O:38][CH3:39])[N:35]=3)[C:25]([O:27][CH2:28][CH3:29])=[O:26])[N:16]=[CH:15][CH:14]=2)=[CH:10][CH:9]=1 |f:0.1|. Conditions: time 1 hour. The reactants are ClC1=CC=C(S1)C1=CC=NC(=C1C(=O)OCC)CC(=O)OCC (ethyl 4-(5-chlorothiophen-2-yl)-2-(α-ethoxycarbonylmethyl)nicotinate), CC(C)([O-])C.[K+] (potassium t-butoxide), O (water), COC1=NC(=NC(=C1)OC)S(=O)(=O)C (4,6-dimethoxy-2-methylsulfonylpyrimidine). Solvent: CN(C=O)C (N,N-dimethylformamide), CN(C=O)C (N,N-dimethylformamide). Product: ClC1=CC=C(S1)C1=CC=NC(=C1C(=O)OCC)C(C(=O)OCC)C1=NC(=CC(=C1)OC)OC (ethyl 4-(5-chlorothiophen-2-yl)-2-[(4,6-dimethoxypyridin-2-yl)-α-ethoxycarbonylmethyl]-nicotinate). Procedure details: Next, 2.9 g of potassium t-butoxide was added to 50 ml of N,N-dimethylformamide. To the resulting mixture, 8.9 g of ethyl 4-(5-chlorothiophen-2-yl)-2-(α-ethoxycarbonylmethyl)nicotinate dissolved in N,N-dimethylformamide was added dropwise at -10° C., and the resulting reaction solution was stirred at room temperature for 1 hour. 5.6 g of 4,6-dimethoxy-2-methylsulfonylpyrimidine was added thereto, and the reaction solution was stirred at a temperature of from 60° C. to 80° C. for 8 hours. After c... Isolated yield 21.9%.